This data is from the Open Reaction Database (ORD), a public repository of structured organic reaction records. The task is: describe an organic reaction: reactants, conditions, products, and yield Starting materials: O1CCC(CC1)CN1C=C(C2=CC=CC(=C12)Cl)C(=O)N (1-(tetrahydropyran-4-yl)methyl-7-chloro-1H-indole-3-carboxylic acid amide), ClC(=O)SCl (chlorocarbonylsulfenyl chloride). Run in O1CCCC1 (tetrahydrofuran). Product: O1CCC(CC1)CC=1C=C2C=CNC2=C(C1)Cl (5-(1-tetrahydropyran-4-yl) methyl-7-chloro-1H-indole), O1C(SN=C1)=O ([1,3,4]-oxathiazol-2-one). The yield is 111.1%. RXN SMILES: O1CCC(C[N:8]2[C:16]3[C:11](=[CH:12][CH:13]=[CH:14][C:15]=3[Cl:17])[C:10]([C:18]([NH2:20])=[O:19])=[CH:9]2)CC1.Cl[C:22]([S:24]Cl)=[O:23]>O1CCCC1>[O:23]1[CH2:22][CH2:9][CH:10]([CH2:18][C:13]2[CH:12]=[C:11]3[C:16](=[C:15]([Cl:17])[CH:14]=2)[NH:8][CH:9]=[CH:10]3)[CH2:11][CH2:12]1.[O:19]1[CH:18]=[N:20][S:24][C:22]1=[O:23]. Reported procedure: To a suspension of 1-(tetrahydropyran-4-yl)methyl-7-chloro-1H-indole-3-carboxylic acid amide (8.0 g, 27.0 mmol) in tetrahydrofuran (100 ml) was added chlorocarbonylsulfenyl chloride (4.7 ml, 55.0 mmol) and the reaction mixture was heated at reflux for 3 h and allowed to cool. The precipitate was filtered off and dried to give 5-(1-tetrahydropyran-4-yl) methyl-7-chloro-1H-indole)-[1,3,4]-oxathiazol-2-one (5.3 g, 15.0 mmol) as a white solid. The filtrate was concentrated in vacuo, and the resultin...